describe an organic reaction: reactants, conditions, products, and yield From a dataset of the Open Reaction Database (ORD), a public repository of structured organic reaction records. The reactants are COc1ccc(OC)c(CCc2ccc3nc[nH]c(=O)c3c2)c1, CI, CN(C)C=O, [H-], [Na+]. Product: COc1ccc(OC)c(CCc2ccc3ncn(C)c(=O)c3c2)c1. As a reaction SMILES: [CH3:1][O:2][c:3]1[c:4]([CH2:11][CH2:12][c:13]2[cH:14][c:15]3[c:16](=[O:23])[nH:17][cH:18][n:19][c:20]3[cH:21][cH:22]2)[cH:5][c:6]([O:9][CH3:10])[cH:7][cH:8]1.[CH3:26][I:27].[CH3:28][N:29]([CH3:30])[CH:31]=[O:32].[H-:24].[Na+:25]>>[CH3:1][O:2][c:3]1[c:4]([CH2:11][CH2:12][c:13]2[cH:14][c:15]3[c:16](=[O:23])[n:17]([CH3:26])[cH:18][n:19][c:20]3[cH:21][cH:22]2)[cH:5][c:6]([O:9][CH3:10])[cH:7][cH:8]1. Reactants: O=C1C=CC(=NN1)C(=O)O (6-oxo-1,6-dihydropyridazine-3-carboxylic acid), S(O)(O)(=O)=O (sulphuric acid), O (water). Solvent: C(CCC)OC(=O)C (nBuOAc), C(CCC)O (butanol). Reaction conditions: time 8 hour. Yields the product O=C1C=CC(=NN1)C(=O)OCCCC (butyl 6-oxo-1,6-dihydropyridazine-3-carboxylate). Yield: 170.5%. Reaction SMILES: [O:1]=[C:2]1[NH:7][N:6]=[C:5]([C:8]([OH:10])=[O:9])[CH:4]=[CH:3]1.S(=O)(=O)(O)O.O>C(OC(C)=O)CCC.C(O)CCC>[O:1]=[C:2]1[NH:7][N:6]=[C:5]([C:8]([O:10][CH2:2][CH2:3][CH2:4][CH3:5])=[O:9])[CH:4]=[CH:3]1. Procedure details: A solution of 6-oxo-1,6-dihydropyridazine-3-carboxylic acid (British patent no. 856409) (52 g, 0.33 mol) in nBuOAc (80 ml) and butanol (80 ml) was treated with concentrated sulphuric acid (5 ml). The mixture was heated at reflux under a Dean-Stark trap. After 5 hours water production had ceased. The reaction was allowed to cool to ambient temperature and after standing overnight, the precipitate was filtered, washed with diethyl ether and dried to give butyl 6-oxo-1,6-dihydropyridazine-3-carboxy... Starting materials: C(C1=CC=CC=C1)(=O)N=C=S (Benzoyl isothiocyanate), N[C@@]1([C@@H](C[C@@H](OC1)C1CC1)CO)C1=C(C=CC(=C1)Br)F ([(2R,4R,5S)-5-amino-5-(5-bromo-2-fluorophenyl)-2-cyclopropyltetrahydro-2H-pyran-4-yl]methanol). The solvent is ClCCl (dichloromethane). Reaction conditions: temperature 0 celsius, time 1.5 hour. The product is BrC=1C=CC(=C(C1)[C@@]1(CO[C@H](C[C@H]1CO)C1CC1)NC(=S)NC(C1=CC=CC=C1)=O)F (N-{[(3S,4R,6R)-3-(5-bromo-2-fluorophenyl)-6-cyclopropyl-4-(hydroxymethyl)tetrahydro-2H-pyran-3-yl]carbamothioyl}benzamide). Reaction SMILES: [C:1]([N:9]=[C:10]=[S:11])(=[O:8])[C:2]1[CH:7]=[CH:6][CH:5]=[CH:4][CH:3]=1.[NH2:12][C@@:13]1([C:24]2[CH:29]=[C:28]([Br:30])[CH:27]=[CH:26][C:25]=2[F:31])[CH2:18][O:17][C@@H:16]([CH:19]2[CH2:21][CH2:20]2)[CH2:15][C@H:14]1[CH2:22][OH:23]>ClCCl>[Br:30][C:28]1[CH:27]=[CH:26][C:25]([F:31])=[C:24]([C@@:13]2([NH:12][C:10]([NH:9][C:1](=[O:8])[C:2]3[CH:7]=[CH:6][CH:5]=[CH:4][CH:3]=3)=[S:11])[C@H:14]([CH2:22][OH:23])[CH2:15][C@H:16]([CH:19]3[CH2:20][CH2:21]3)[O:17][CH2:18]2)[CH:29]=1. Procedure details: Benzoyl isothiocyanate (120 mg, 0.74 mmol) was added drop-wise to a solution of [(2R,4R,5S)-5-amino-5-(5-bromo-2-fluorophenyl)-2-cyclopropyltetrahydro-2H-pyran-4-yl]methanol (C56) (from the previous step, 225 mg, 50.78 mmol) in dichloromethane (25 mL) at 0° C. The reaction mixture was allowed to stir at 0° C. for 1.5 hours, then was warmed to room temperature and stirred overnight before concentrating in vacuo. Purification via silica gel chromatography (Gradient: 0% to 100% ethyl acetate in hep... Starting materials: O=C([O-])[O-], CCOC(C)=O, COC(=O)c1ccc(O)c(Cl)c1, CC(C)I, [K+], [K+], CN(C)C=O. Yields the product COC(=O)c1ccc(OC(C)C)c(Cl)c1. Reaction SMILES: [C:13](=[O:14])([O-:15])[O-:16].[CH3:23][CH2:24][O:25][C:26](=[O:27])[CH3:28].[Cl:1][c:2]1[cH:3][c:4]([C:5](=[O:6])[O:7][CH3:8])[cH:9][cH:10][c:11]1[OH:12].[I:19][CH:20]([CH3:21])[CH3:22].[K+:17].[K+:18].[O:29]=[CH:30][N:31]([CH3:32])[CH3:33]>>[Cl:1][c:2]1[cH:3][c:4]([C:5](=[O:6])[O:7][CH3:8])[cH:9][cH:10][c:11]1[O:12][CH:20]([CH3:21])[CH3:22]. The reactants are ClC(C(=O)C1=CC=C(C=C1)OC)C (2-chloro-1-(4'-methoxyphenyl)-1-propanone), CC(=O)C (acetone), C1C(C)O1 (propylene oxide), 450W. The reagents and catalysts are [Hg] (mercury). The product is COC1=CC=C(C=C1)C(C(=O)O)C (α-(4'-methoxyphenyl)-propionic acid). RXN SMILES: Cl[CH:2](C)[C:3]([C:5]1[CH:10]=[CH:9][C:8]([O:11][CH3:12])=[CH:7][CH:6]=1)=O.[CH2:14]1[O:17]C1C.CC(C)=[O:20]>[Hg]>[CH3:12][O:11][C:8]1[CH:7]=[CH:6][C:5]([CH:3]([CH3:2])[C:14]([OH:17])=[O:20])=[CH:10][CH:9]=1. Procedure details: A solution comprising 15 parts of 2-chloro-1-(4'-methoxyphenyl)-1-propanone and 10 parts of propylene oxide in 500 parts of 10% v/v aqueous acetone was irradiated by means of a 450W mercury vapour lamp for 8 hours. The solvent was removed by distillation and the resulting acid was extracted with 5% w/v aqueous sodium hydroxide. Acidification yielded 9.5 parts of α-(4'-methoxyphenyl)-propionic acid, m.p. 55° C. to 57° C. The reactants are BrCc1ccccc1, O=[N+]([O-])c1ccc(F)cc1O, [K+], [K+], O=C([O-])[O-], CN(C)C=O. Product: O=[N+]([O-])c1ccc(F)cc1OCc1ccccc1. Reaction SMILES: [Br:12][CH2:13][c:14]1[cH:15][cH:16][cH:17][cH:18][cH:19]1.[F:1][c:2]1[cH:3][cH:4][c:5]([N+:9](=[O:10])[O-:11])[c:6]([OH:8])[cH:7]1.[K+:20].[K+:21].[O-:22][C:23]([O-:24])=[O:25].[O:26]=[CH:27][N:28]([CH3:29])[CH3:30]>>[F:1][c:2]1[cH:3][cH:4][c:5]([N+:9](=[O:10])[O-:11])[c:6]([O:8][CH2:13][c:14]2[cH:15][cH:16][cH:17][cH:18][cH:19]2)[cH:7]1. Starting materials: intermediate 2-3, CC=1C=C(C=C(C1)C)N(C1=CC(=CC(=C1)B1OC(C(O1)(C)C)(C)C)N(C1=CC=CC=C1)C1=CC(=CC(=C1)C)C)C1=CC=CC=C1 (N1,N3-bis(3,5-dimethylphenyl)-N1,N3-diphenyl-5-(4,4,5,5-tetramethyl-1,3,2-dioxaborolan-2-yl)benzene-1,3-diamine), BrC1=CC=C(C2=CC=CC=C12)Br (1,4-dibromonaphthalene), C(=O)([O-])[O-].[K+].[K+] (K2CO3), C1CCOC1 (THF). Reagents/catalysts: C=1C=CC(=CC1)[P](C=2C=CC=CC2)(C=3C=CC=CC3)[Pd]([P](C=4C=CC=CC4)(C=5C=CC=CC5)C=6C=CC=CC6)([P](C=7C=CC=CC7)(C=8C=CC=CC8)C=9C=CC=CC9)[P](C=1C=CC=CC1)(C=1C=CC=CC1)C=1C=CC=CC1 (Pd(PPh3)4). The solvent is O (water). Product: BrC1=CC=C(C2=CC=CC=C12)C=1C=C(C=C(C1)N(C1=CC=CC=C1)C1=CC(=CC(=C1)C)C)N(C1=CC=CC=C1)C1=CC(=CC(=C1)C)C (5-(4-bromonaphthalen-1-yl)-N1,N3-bis(3,5-dimethylphenyl)-N1,N3-diphenylbenzene-1,3-diamine). As a reaction SMILES: [CH3:1][C:2]1[CH:3]=[C:4]([N:9]([C:40]2[CH:45]=[CH:44][CH:43]=[CH:42][CH:41]=2)[C:10]2[CH:15]=[C:14](B3OC(C)(C)C(C)(C)O3)[CH:13]=[C:12]([N:25]([C:32]3[CH:37]=[C:36]([CH3:38])[CH:35]=[C:34]([CH3:39])[CH:33]=3)[C:26]3[CH:31]=[CH:30][CH:29]=[CH:28][CH:27]=3)[CH:11]=2)[CH:5]=[C:6]([CH3:8])[CH:7]=1.Br[C:47]1[C:56]2[C:51](=[CH:52][CH:53]=[CH:54][CH:55]=2)[C:50]([Br:57])=[CH:49][CH:48]=1.C([O-])([O-])=O.[K+].[K+].C1COCC1>C1C=CC([P]([Pd]([P](C2C=CC=CC=2)(C2C=CC=CC=2)C2C=CC=CC=2)([P](C2C=CC=CC=2)(C2C=CC=CC=2)C2C=CC=CC=2)[P](C2C=CC=CC=2)(C2C=CC=CC=2)C2C=CC=CC=2)(C2C=CC=CC=2)C2C=CC=CC=2)=CC=1.O>[Br:57][C:50]1[C:51]2[C:56](=[CH:55][CH:54]=[CH:53][CH:52]=2)[C:47]([C:14]2[CH:13]=[C:12]([N:25]([C:32]3[CH:33]=[C:34]([CH3:39])[CH:35]=[C:36]([CH3:38])[CH:37]=3)[C:26]3[CH:31]=[CH:30][CH:29]=[CH:28][CH:27]=3)[CH:11]=[C:10]([N:9]([C:4]3[CH:5]=[C:6]([CH3:8])[CH:7]=[C:2]([CH3:1])[CH:3]=3)[C:40]3[CH:41]=[CH:42][CH:43]=[CH:44][CH:45]=3)[CH:15]=2)=[CH:48][CH:49]=1 |f:2.3.4,^1:72,74,93,112|. Procedure details: 13.74 g of a product (yield: 68%) was obtained in the same manner as described in the synthesis method of intermediate 2-3 except that N1,N3-bis(3,5-dimethylphenyl)-N1,N3-diphenyl-5-(4,4,5,5-tetramethyl-1,3,2-dioxaborolan-2-yl)benzene-1,3-diamine (17.84 g, 30 mmol), 1,4-dibromonaphthalene (9.44 g, 33 mmol), Pd(PPh3)4 (1.04 g, 0.9 mmol), K2CO3 (12.44 g, 90 mmol), THF (90 mL), and water (45 mL) were used. Reactants: CC1(C)OCc2cc(C(O)CNCCCCCCOCCOCc3cccc(NC(=O)Nc4cccc(NC(=O)c5cccnc5)c4)c3)ccc2O1, CC(=O)O, O. Product: O=C(Nc1cccc(COCCOCCCCCCNCC(O)c2ccc(O)c(CO)c2)c1)Nc1cccc(NC(=O)c2cccnc2)c1. As a reaction SMILES: [CH3:1][C:2]1([CH3:52])[O:3][CH2:4][c:5]2[c:6]([cH:8][cH:9][c:10]([CH:12]([CH2:13][NH:14][CH2:15][CH2:16][CH2:17][CH2:18][CH2:19][CH2:20][O:21][CH2:22][CH2:23][O:24][CH2:25][c:26]3[cH:27][c:28]([NH:32][C:33](=[O:34])[NH:35][c:36]4[cH:37][c:38]([NH:42][C:43](=[O:44])[c:45]5[cH:46][n:47][cH:48][cH:49][cH:50]5)[cH:39][cH:40][cH:41]4)[cH:29][cH:30][cH:31]3)[OH:51])[cH:11]2)[O:7]1.[CH3:53][C:54](=[O:55])[OH:56].[OH2:57]>>[OH:3][CH2:4][c:5]1[c:6]([OH:7])[cH:8][cH:9][c:10]([CH:12]([CH2:13][NH:14][CH2:15][CH2:16][CH2:17][CH2:18][CH2:19][CH2:20][O:21][CH2:22][CH2:23][O:24][CH2:25][c:26]2[cH:27][c:28]([NH:32][C:33](=[O:34])[NH:35][c:36]3[cH:37][c:38]([NH:42][C:43](=[O:44])[c:45]4[cH:46][n:47][cH:48][cH:49][cH:50]4)[cH:39][cH:40][cH:41]3)[cH:29][cH:30][cH:31]2)[OH:51])[cH:11]1.